Dataset: the Open Reaction Database (ORD), a public repository of structured organic reaction records. Task: describe an organic reaction: reactants, conditions, products, and yield The reactants are BrC1=CC=CC(=N1)NCC1=CC(=CC=C1)F (6-bromo-N-(3-fluorobenzyl)pyridin-2-amine), ClC=1C(=CC(=NC1)F)B(O)O (5-chloro-2-fluoropyridin-4-ylboronic acid), ClC=1C(=CC(=NC1)F)C1=NC(=CC=C1)NCC1=CC(=CC=C1)F (5′-chloro-2′-fluoro-N-(3-fluorobenzyl)-2,4′-bipyridin-6-amine), C(Cl)Cl (CH2Cl2), C([O-])([O-])=O.[Na+].[Na+] (sodium carbonate), crude mixture. Reagents/catalysts: C1=CC=C(C=C1)P([C-]2C=CC=C2)C3=CC=CC=C3.C1=CC=C(C=C1)P([C-]2C=CC=C2)C3=CC=CC=C3.Cl[Pd]Cl.[Fe+2] (PdCl2(dppf)). Run in COCCOC (DME), CO (methanol), C(C)(=O)OCC (ethyl acetate). Reaction conditions: temperature 100 celsius, time 3 hour. Product: ClC=1C(=CC(=NC1)N[C@H]1C[C@H](CC1)C(=O)N(C)C)C1=NC(=CC=C1)NCC1=CC(=CC=C1)F ((1S,3R)-3-(5′-chloro-6-(3-fluorobenzylamino)-2,4′-bipyridin-2′-yl-amino)-N,N-dimethylcyclopentanecarboxamide). As a reaction SMILES: [Cl:1][C:2]1[C:3]([C:9]2[CH:14]=[CH:13][CH:12]=[C:11]([NH:15][CH2:16][C:17]3[CH:22]=[CH:21][CH:20]=[C:19]([F:23])[CH:18]=3)[N:10]=2)=[CH:4][C:5](F)=[N:6][CH:7]=1.BrC1N=C([NH:31][CH2:32][C:33]2[CH:38]=[CH:37][CH:36]=C(F)C=2)C=CC=1.ClC1C(B(O)O)=C[C:44](F)=[N:45][CH:46]=1.C(Cl)Cl.[C:54](=[O:57])([O-])[O-].[Na+].[Na+]>C1C=CC(P(C2C=CC=CC=2)[C-]2C=CC=C2)=CC=1.C1C=CC(P(C2C=CC=CC=2)[C-]2C=CC=C2)=CC=1.Cl[Pd]Cl.[Fe+2].CO.C(OCC)(=O)C.COCCOC>[Cl:1][C:2]1[C:3]([C:9]2[CH:14]=[CH:13][CH:12]=[C:11]([NH:15][CH2:16][C:17]3[CH:22]=[CH:21][CH:20]=[C:19]([F:23])[CH:18]=3)[N:10]=2)=[CH:4][C:5]([NH:31][C@@H:32]2[CH2:33][CH2:38][C@H:37]([C:54]([N:45]([CH3:46])[CH3:44])=[O:57])[CH2:36]2)=[N:6][CH:7]=1 |f:4.5.6,7.8.9.10|. Reported procedure: Preparation of 5′-chloro-2′-fluoro-N-(3-fluorobenzyl)-2,4′-bipyridin-6-amine: To 6-bromo-N-(3-fluorobenzyl)pyridin-2-amine (2.0 g, 7.11 mmol) was added 5-chloro-2-fluoropyridin-4-ylboronic acid (1.996 g, 11.38 mmol), PdCl2(dppf).CH2Cl2 adduct (0.465 g, 0.569 mmol), DME (27 ml) and last 2M sodium carbonate (9.25 ml, 18.50 mmol). The crude reaction mixture was stirred at 100° C. for 3 hr, followed by LCMS. The crude mixture was cooled, 25 ml of ethyl acetate and 20 ml of methanol was added, filter... The reactants are Cl (HCl), [OH-].[K+] (Potassium hydroxide), O (water), COC=1C=C(C=C(C1)OC)CCC=1N=C2C(=NC1)N(C(=C2)C2=CC(=NC=C2)C#N)S(=O)(=O)C2=CC=CC=C2 (4-[2-[2-(3,5-dimethoxyphenyl)ethyl]-5-(phenylsulfonyl)-5H-pyrrolo[2,3-b]pyrazin-6-yl]pyridine-2-carbonitrile). Run in C1CCOC1 (THF). Conditions: temperature 90 celsius, time 5 hour. Yields the product COC=1C=C(CCC=2N=C3C(=NC2)NC(=C3)C3=CC(=NC=C3)C(=O)O)C=C(C1)OC (4-(2-(3,5-Dimethoxyphenethyl)-5H-pyrrolo[2,3-b]pyrazin-6-yl)picolinic acid). RXN SMILES: [OH-:1].[K+].[OH2:3].[CH3:4][O:5][C:6]1[CH:7]=[C:8]([CH2:14][CH2:15][C:16]2[N:17]=[C:18]3[CH:24]=[C:23]([C:25]4[CH:30]=[CH:29][N:28]=[C:27]([C:31]#N)[CH:26]=4)[N:22](S(C4C=CC=CC=4)(=O)=O)[C:19]3=[N:20][CH:21]=2)[CH:9]=[C:10]([O:12][CH3:13])[CH:11]=1.Cl>C1COCC1>[CH3:13][O:12][C:10]1[CH:9]=[C:8]([CH:7]=[C:6]([O:5][CH3:4])[CH:11]=1)[CH2:14][CH2:15][C:16]1[N:17]=[C:18]2[CH:24]=[C:23]([C:25]3[CH:30]=[CH:29][N:28]=[C:27]([C:31]([OH:3])=[O:1])[CH:26]=3)[NH:22][C:19]2=[N:20][CH:21]=1 |f:0.1|. Reported procedure: 6.0 M Potassium hydroxide in water (0.2 mL, 1 mmol) was added to a solution of 4-[2-[2-(3,5-dimethoxyphenyl)ethyl]-5-(phenylsulfonyl)-5H-pyrrolo[2,3-b]pyrazin-6-yl]pyridine-2-carbonitrile (50.0 mg, 0.0951 mmol) in THF (0.5 mL) and then the reaction was stirred at 90° C. for 5 hours. The mixture was then acidified to pH=2 by adding conc. HCl and then the solvent was removed to provide the desired crude product which was used in the next step directly. LCMS calculated for C22H21N4O4(M+H)+: m/z=405... Reactants: COC(CBr)OC (1,1-Dimethoxy-2-bromoethane), C#CCCCCC (1-Heptyne), CN(P(N(C)C)(N(C)C)=O)C (hexamethylphosphoric triamide), C(CCC)[Li] (n-butyllithium). Solvent: C1CCOC1 (THF). Conditions: temperature 0 celsius, time 30 minute. Product: COC(CC#CCCCCC)OC (1,1-Dimethoxy-3-nonyne). The yield is 62.6%. Reaction SMILES: [CH:1]#[C:2][CH2:3][CH2:4][CH2:5][CH2:6][CH3:7].C([Li])CCC.CN(C)P(=O)(N(C)C)N(C)C.[CH3:24][O:25][CH:26]([O:29][CH3:30])[CH2:27]Br>C1COCC1>[CH3:24][O:25][CH:26]([O:29][CH3:30])[CH2:27][C:1]#[C:2][CH2:3][CH2:4][CH2:5][CH2:6][CH3:7]. Procedure: 1-Heptyne (50 ml, 381 mmole) is dissolved in 360 ml dry THF in a flame dried 2000 ml 3-neck round bottom flask under nitrogen. The solution is cooled to 0° C. and treated with n-butyllithium (232 ml, 360 mmole) dropwise over 40 minutes via a dropping funnel. The reaction mixture is stirred 30 minutes at 0° C., treated with hexamethylphosphoric triamide (68 ml, 391 mmole), and stirred an additional 30 minutes at 0° C. 1,1-Dimethoxy-2-bromoethane (43 ml, 364 mmole) is added dropwise to the reactio...